This data is from the Open Reaction Database (ORD), a public repository of structured organic reaction records. The task is: describe an organic reaction: reactants, conditions, products, and yield The reactants are [Br-], CCSc1ncc(C(=O)N(C)OC)c(N)n1, Fc1ccc([Mg+])cc1. The product is CCSc1ncc(C(=O)c2ccc(F)cc2)c(N)n1. As a reaction SMILES: [Br-:17].[CH3:1][O:2][N:3]([C:4](=[O:5])[c:6]1[c:7]([NH2:15])[n:8][c:9]([S:12][CH2:13][CH3:14])[n:10][cH:11]1)[CH3:16].[F:18][c:19]1[cH:20][cH:21][c:22]([Mg+:25])[cH:23][cH:24]1>>[C:4](=[O:5])([c:6]1[c:7]([NH2:15])[n:8][c:9]([S:12][CH2:13][CH3:14])[n:10][cH:11]1)[c:22]1[cH:21][cH:20][c:19]([F:18])[cH:24][cH:23]1. Starting materials: C(CCC)[Li] (n-Butyllithium), C(C)(C)NC(C)C (diisopropylamine), C(CC)OB(OCCC)OCCC (tri-1-propylborate), FC1=NC=C(C=C1)C (2-fluoro-5-methylpyridine). Solvent: C1CCOC1 (THF), C1CCOC1 (THF), C1CCOC1 (THF). Reaction conditions: temperature -78 celsius, time 30 minute. The product is FC1=NC=C(C=C1B(O)O)C (2-fluoro-5-methylpyridin-3-ylboronic acid). Isolated yield 94.3%. As a reaction SMILES: C([Li])CCC.C(NC(C)C)(C)C.[F:13][C:14]1[CH:19]=[CH:18][C:17]([CH3:20])=[CH:16][N:15]=1.C([O:24][B:25](OCCC)[O:26]CCC)CC>C1COCC1>[F:13][C:14]1[C:19]([B:25]([OH:26])[OH:24])=[CH:18][C:17]([CH3:20])=[CH:16][N:15]=1. Procedure: n-Butyllithium (2.5M solution in hexane, 9.6 mL, 24 mmol) was added to a mixture of diisopropylamine (3.4 mL, 24 mmol) in THF (5.00 mL, 61 mmol) at 0° C. and the resulting pale yellow solution was stirred at the same temperature for 30 min and then cooled down to −78° C. A suspension of 2-fluoro-5-methylpyridine (Aldrich, St. Louis, Mo.) (2.22 g, mmol) in THF (5.00 mL, not complete dissolved) was slowly added. The resulting bright yellow solution was stirred at −78° C. for 1 h, treated with a so... Starting materials: N1=CC=CC=C1 (pyridine), BrBr (bromine), C(O)([O-])=O.[Na+] (sodium hydrogen carbonate), resultant mixture, FC1=CC=C(C=C1)C(=CC)C1=CC=C(C=C1)F (1,1-bis(4-fluorophenyl)propene). The solvent is C1(=CC=CC=C1)C (toluene), ClCCCl (1,2-dichloroethane), ClCCCl (1,2-dichloroethane). Reaction conditions: temperature -20 celsius, time 1 hour. Product: FC1=CC=C(C=C1)C(=C(C)Br)C1=CC=C(C=C1)F (1,1-Bis(4-fluorophenyl)-2-bromopropene). The yield is 45.0%. As a reaction SMILES: [F:1][C:2]1[CH:7]=[CH:6][C:5]([C:8]([C:11]2[CH:16]=[CH:15][C:14]([F:17])=[CH:13][CH:12]=2)=[CH:9][CH3:10])=[CH:4][CH:3]=1.[Br:18]Br.N1C=CC=CC=1.C(=O)([O-])O.[Na+]>C1(C)C=CC=CC=1.ClCCCl>[F:1][C:2]1[CH:3]=[CH:4][C:5]([C:8]([C:11]2[CH:12]=[CH:13][C:14]([F:17])=[CH:15][CH:16]=2)=[C:9]([Br:18])[CH3:10])=[CH:6][CH:7]=1 |f:3.4|. Reported procedure: Into a reactor were introduced 2.00 g (8.69 mmol) of the 1,1-bis(4-fluorophenyl)propene and 25 mL of 1,2-dichloroethane under a nitrogen atmosphere. The contents were cooled to −20° C. A mixture of 1.39 g (8.69 mmol) of bromine and 12 mL of 1,2-dichloroethane was added dropwise thereto over 1 hour, and the resultant mixture was stirred at that temperature for 1 hour and then at room temperature for 16 hours. Subsequently, a solution prepared by mixing 0.703 mL (8.69 mmol) of pyridine with 20 mL ... Reactants: C(C1=CC=CC=C1)O[C@H]1C(O)(S[C@@H]([C@H]([C@@H]1OCC1=CC=CC=C1)OCC1=CC=CC=C1)COCC1=CC=CC=C1)C1=CC(=C(C=C1)Cl)C=O (2,3,4,6-tetra-O-benzyl-1-C-(4-chloro-3-formylphenyl)-5-thio-D-glucopyranose), [Cl-].[NH4+] (ammonium chloride), CCCCCC (hexane), BrC1=C(C=C(C=C1)OCC)C (1-bromo-4-ethoxy-2-methylbenzene). Run in O1CCCC1 (tetrahydrofuran), O1CCCC1 (tetrahydrofuran). Reaction conditions: time 1 hour. Yields the product C(C1=CC=CC=C1)O[C@H]1C(O)(S[C@@H]([C@H]([C@@H]1OCC1=CC=CC=C1)OCC1=CC=CC=C1)COCC1=CC=CC=C1)C1=CC(=C(C=C1)Cl)C(O)C1=C(C=C(C=C1)OCC)C (2,3,4,6-tetra-O-benzyl-1-C-{4-chloro-3-[(4-ethoxy-2-methylphenyl)(hydroxy)methyl]phenyl}-5-thio-D-glucopyranose). Isolated yield 94.9%. RXN SMILES: CCCCCC.Br[C:8]1[CH:13]=[CH:12][C:11]([O:14][CH2:15][CH3:16])=[CH:10][C:9]=1[CH3:17].[CH2:18]([O:25][C@@H:26]1[C@@H:32]([O:33][CH2:34][C:35]2[CH:40]=[CH:39][CH:38]=[CH:37][CH:36]=2)[C@H:31]([O:41][CH2:42][C:43]2[CH:48]=[CH:47][CH:46]=[CH:45][CH:44]=2)[C@@H:30]([CH2:49][O:50][CH2:51][C:52]2[CH:57]=[CH:56][CH:55]=[CH:54][CH:53]=2)[S:29][C:27]1([C:58]1[CH:63]=[CH:62][C:61]([Cl:64])=[C:60]([CH:65]=[O:66])[CH:59]=1)[OH:28])[C:19]1[CH:24]=[CH:23][CH:22]=[CH:21][CH:20]=1.[Cl-].[NH4+]>O1CCCC1>[CH2:18]([O:25][C@@H:26]1[C@@H:32]([O:33][CH2:34][C:35]2[CH:36]=[CH:37][CH:38]=[CH:39][CH:40]=2)[C@H:31]([O:41][CH2:42][C:43]2[CH:48]=[CH:47][CH:46]=[CH:45][CH:44]=2)[C@@H:30]([CH2:49][O:50][CH2:51][C:52]2[CH:53]=[CH:54][CH:55]=[CH:56][CH:57]=2)[S:29][C:27]1([C:58]1[CH:63]=[CH:62][C:61]([Cl:64])=[C:60]([CH:65]([C:8]2[CH:13]=[CH:12][C:11]([O:14][CH2:15][CH3:16])=[CH:10][C:9]=2[CH3:17])[OH:66])[CH:59]=1)[OH:28])[C:19]1[CH:20]=[CH:21][CH:22]=[CH:23][CH:24]=1 |f:3.4|. Procedure: Then, 2.6 M n-butylithium hexane solution (1.6 mL) was added to a mixture of 1-bromo-4-ethoxy-2-methylbenzene (0.94 g, 4.37 mmol) and tetrahydrofuran (12 mL) at −78° C. After stirred for one hour, the mixture was added with a tetrahydrofuran (10 mL) solution of 2,3,4,6-tetra-O-benzyl-1-C-(4-chloro-3-formylphenyl)-5-thio-D-glucopyranose (1.52 g, 2.18 mmol), and, further stirred for 20 minutes, and the reaction mixture was warmed to room temperature. After the reaction mixture was added with a sat... Starting materials: CC(=O)O, CO, N#CO[K], CC1NC(=O)NN=C1c1ccc(NCCCN)cc1, O. The product is CC1NC(=O)NN=C1c1ccc(NCCCNC(N)=O)cc1. As a reaction SMILES: [CH3:24][C:25](=[O:26])[OH:27].[CH3:28][OH:29].[K:1][O:2][C:3]#[N:4].[NH2:5][CH2:6][CH2:7][CH2:8][NH:9][c:10]1[cH:11][cH:12][c:13]([C:16]2=[N:21][NH:20][C:19](=[O:22])[NH:18][CH:17]2[CH3:23])[cH:14][cH:15]1.[OH2:30]>>[O:2]=[C:3]([NH2:4])[NH:5][CH2:6][CH2:7][CH2:8][NH:9][c:10]1[cH:11][cH:12][c:13]([C:16]2=[N:21][NH:20][C:19](=[O:22])[NH:18][CH:17]2[CH3:23])[cH:14][cH:15]1.